Dataset: the Open Reaction Database (ORD), a public repository of structured organic reaction records. Task: describe an organic reaction: reactants, conditions, products, and yield Reactants: COC=1C(=CC=CC1)NC1CCN(CC1)C(=O)OC(C)(C)C (4-(o-Anisidino)-1-(tert-butoxycarbonyl)piperidine), ClCC1=CC(=NC=C1)C1=CC(=C(C(=C1)OC)OC)OC (4-chloromethyl-2-(3,4,5-trimethoxyphenyl)pyridine). Product: C(C)(C)(C)OC(=O)N1CCC(CC1)N(CC1=CC(=NC=C1)C1=CC(=C(C(=C1)OC)OC)OC)C1=C(C=CC=C1)OC (1-(tert-Butoxycarbonyl)-4-[N-(2-methoxyphenyl)-N-[[2-(3,4,5-trimethoxyphenyl)pyridin-4-yl]methyl]amino]piperidine). As a reaction SMILES: [CH3:1][O:2][C:3]1[C:4]([NH:9][CH:10]2[CH2:15][CH2:14][N:13]([C:16]([O:18][C:19]([CH3:22])([CH3:21])[CH3:20])=[O:17])[CH2:12][CH2:11]2)=[CH:5][CH:6]=[CH:7][CH:8]=1.Cl[CH2:24][C:25]1[CH:30]=[CH:29][N:28]=[C:27]([C:31]2[CH:36]=[C:35]([O:37][CH3:38])[C:34]([O:39][CH3:40])=[C:33]([O:41][CH3:42])[CH:32]=2)[CH:26]=1>>[C:19]([O:18][C:16]([N:13]1[CH2:14][CH2:15][CH:10]([N:9]([C:4]2[CH:5]=[CH:6][CH:7]=[CH:8][C:3]=2[O:2][CH3:1])[CH2:24][C:25]2[CH:30]=[CH:29][N:28]=[C:27]([C:31]3[CH:36]=[C:35]([O:37][CH3:38])[C:34]([O:39][CH3:40])=[C:33]([O:41][CH3:42])[CH:32]=3)[CH:26]=2)[CH2:11][CH2:12]1)=[O:17])([CH3:22])([CH3:21])[CH3:20]. Procedure: 4-(o-Anisidino)-1-(tert-butoxycarbonyl)piperidine (613 mg) and 4-chloromethyl-2-(3,4,5-trimethoxyphenyl)pyridine (588 mg) was treated in the same manner as described in Example 9 to give light yellow amorphous of the title compound. The reactants are Nc1nc(Cl)cc(-c2ccc(F)cc2)n1, Cl, [Na+], [OH-], Nc1ccc2nc(-c3ccccc3)cc(N)c2c1. Product: Nc1nc(Nc2ccc3nc(-c4ccccc4)cc(N)c3c2)cc(-c2ccc(F)cc2)n1. Reaction SMILES: [Cl:19][c:20]1[n:21][c:22]([NH2:33])[n:23][c:24](-[c:26]2[cH:27][cH:28][c:29]([F:32])[cH:30][cH:31]2)[cH:25]1.[ClH:34].[Na+:36].[OH-:35].[c:1]1(-[c:7]2[n:8][c:9]3[cH:10][cH:11][c:12]([NH2:18])[cH:13][c:14]3[c:15]([NH2:17])[cH:16]2)[cH:2][cH:3][cH:4][cH:5][cH:6]1>>[c:1]1(-[c:7]2[n:8][c:9]3[cH:10][cH:11][c:12]([NH:18][c:20]4[n:21][c:22]([NH2:33])[n:23][c:24](-[c:26]5[cH:27][cH:28][c:29]([F:32])[cH:30][cH:31]5)[cH:25]4)[cH:13][c:14]3[c:15]([NH2:17])[cH:16]2)[cH:2][cH:3][cH:4][cH:5][cH:6]1. The reactants are CC(C)(C)OC(=O)N1CCN(c2ccc([N+](=O)[O-])cc2)CC1, CCO, CCOC(C)=O. The product is CC(C)(C)OC(=O)N1CCN(c2ccc(N)cc2)CC1. As a reaction SMILES: [C:1]([CH3:2])([CH3:3])([CH3:4])[O:5][C:6](=[O:7])[N:8]1[CH2:9][CH2:10][N:11]([c:14]2[cH:15][cH:16][c:17]([N+:20]([O-:21])=[O:22])[cH:18][cH:19]2)[CH2:12][CH2:13]1.[CH3:23][CH2:24][OH:25].[CH3:26][CH2:27][O:28][C:29](=[O:30])[CH3:31]>>[C:1]([CH3:2])([CH3:3])([CH3:4])[O:5][C:6](=[O:7])[N:8]1[CH2:9][CH2:10][N:11]([c:14]2[cH:15][cH:16][c:17]([NH2:20])[cH:18][cH:19]2)[CH2:12][CH2:13]1. Reactants: S(=O)(Cl)Cl (Thionyl chloride), N1=CC=C(C=C1)C1=NOC(=N1)[C@@H]1CC[C@H](CC1)C(=O)O (trans-4-(3-pyridin-4-yl-[1,2,4]oxadiazol-5-yl)cyclohexanecarboxylic acid), C(CC)O (1-propanol). Product: C(CC)OC(=O)[C@@H]1CC[C@H](CC1)C1=NC(=NO1)C1=CC=NC=C1 (trans-4-(3-Pyridin-4-yl-[1,2,4]oxadiazol-5-yl)cyclohexanecarboxylic acid propyl ester). As a reaction SMILES: S(Cl)(Cl)=O.[N:5]1[CH:10]=[CH:9][C:8]([C:11]2[N:15]=[C:14]([C@H:16]3[CH2:21][CH2:20][C@H:19]([C:22]([OH:24])=[O:23])[CH2:18][CH2:17]3)[O:13][N:12]=2)=[CH:7][CH:6]=1.[CH2:25](O)[CH2:26][CH3:27]>>[CH2:25]([O:23][C:22]([C@H:19]1[CH2:18][CH2:17][C@H:16]([C:14]2[O:13][N:12]=[C:11]([C:8]3[CH:9]=[CH:10][N:5]=[CH:6][CH:7]=3)[N:15]=2)[CH2:21][CH2:20]1)=[O:24])[CH2:26][CH3:27]. Reported procedure: Thionyl chloride (11.5 μl, 0.1 mmol) was added to a solution of trans-4-(3-pyridin-4-yl-[1,2,4]oxadiazol-5-yl)cyclohexanecarboxylic acid (Preparation 4, 22 mg, 0.08 mmol) in 1-propanol (2 ml). The mixture was heated under reflux for 2 h, cooled and the solvent removed in vacuo. The residue was dissolved in EtOAc (10 ml), washed with saturated aqueous NaHCO3 (3 ml) and brine (5 ml), then dried (MgSO4). Removal of the solvent afforded the title compound. RT=3.67 min, m/z (ES+)=316.3 [M+H]+. The solvent is CN(C=O)C (dimethylformamide). Procedure details: A mixture of 10-(1-ethylamino-2-propyl)-2-phenothiazinecarbonitrile, L series (3.1 g), sodium carbonate (1.19 g) and bromomethylcyclopropane (2.7 g) in dimethylformamide (32 cc) is heated to 150° C. for 9 hours. After cooling, the reaction mixture is poured into distilled water (300 cc) and extracted with ethyl acetate (3×150 cc). The combined organic phases are washed with distilled water (4×100 cc), dried over magnesium sulphate, filtered and concentrated to dryness under reduced pressure (30 ... As a reaction SMILES: [CH2:1]([NH:3][CH2:4][CH:5]([N:7]1[C:20]2[CH:19]=[C:18]([C:21]#[N:22])[CH:17]=[CH:16][C:15]=2[S:14][C:13]2[C:8]1=[CH:9][CH:10]=[CH:11][CH:12]=2)[CH3:6])C.C(=O)([O-])[O-].[Na+].[Na+].Br[CH2:30][CH:31]1[CH2:33][CH2:32]1>CN(C)C=O>[CH:33]1([CH2:32][N:3]([CH3:1])[CH2:4][CH:5]([N:7]2[C:20]3[CH:19]=[C:18]([C:21]#[N:22])[CH:17]=[CH:16][C:15]=3[S:14][C:13]3[C:8]2=[CH:9][CH:10]=[CH:11][CH:12]=3)[CH3:6])[CH2:31][CH2:30]1 |f:1.2.3|. Starting materials: C(C)NCC(C)N1C2=CC=CC=C2SC=2C=CC(=CC12)C#N (10-(1-ethylamino-2-propyl)-2-phenothiazinecarbonitrile), C([O-])([O-])=O.[Na+].[Na+] (sodium carbonate), BrCC1CC1 (bromomethylcyclopropane). The product is C1(CC1)CN(CC(C)N1C2=CC=CC=C2SC=2C=CC(=CC12)C#N)C (10-{1-[N-(Cyclopropylmethyl)-methylamino]-2-propyl}-2-phenothiazinecarbonitrile). Reaction conditions: temperature 150 celsius.